This data is from the Open Reaction Database (ORD), a public repository of structured organic reaction records. The task is: describe an organic reaction: reactants, conditions, products, and yield Starting materials: O=C([O-])[O-], O=[N+]([O-])c1ccccc1Cl, Sc1ccc(Cl)cc1, [Na+], [Na+]. Yields the product O=[N+]([O-])c1ccccc1Sc1ccc(Cl)cc1. Reaction SMILES: [C:9](=[O:10])([O-:11])[O-:12].[Cl:15][c:16]1[c:17]([N+:22](=[O:23])[O-:24])[cH:18][cH:19][cH:20][cH:21]1.[Cl:1][c:2]1[cH:3][cH:4][c:5]([SH:8])[cH:6][cH:7]1.[Na+:13].[Na+:14]>>[Cl:1][c:2]1[cH:3][cH:4][c:5]([S:8][c:16]2[c:17]([N+:22](=[O:23])[O-:24])[cH:18][cH:19][cH:20][cH:21]2)[cH:6][cH:7]1.